Dataset: the Open Reaction Database (ORD), a public repository of structured organic reaction records. Task: describe an organic reaction: reactants, conditions, products, and yield Starting materials: O1C(=CC=C1)C(=O)N (2-furancarboxamide), ClCC(=O)CCl (1,3-dichloroacetone). The product is ClCC=1N=C(OC1)C=1OC=CC1 (4-chloromethyl-2-(2-furyl)oxazole). Yield: 47.0%. Reaction SMILES: [O:1]1[CH:5]=[CH:4][CH:3]=[C:2]1[C:6]([NH2:8])=[O:7].[Cl:9][CH2:10][C:11]([CH2:13]Cl)=O>>[Cl:9][CH2:10][C:11]1[N:8]=[C:6]([C:2]2[O:1][CH:5]=[CH:4][CH:3]=2)[O:7][CH:13]=1. Procedure: In substantially the same manner as in Reference Example 47, 2-furancarboxamide was aollowed to react with 1,3-dichloroacetone to give 4-chloromethyl-2-(2-furyl)oxazole. The yield was 47%. Oily substance. Reactants: S(=O)(Cl)Cl (thionyl chloride), FC1=C(C(=O)O)C=C(C(=C1O)F)F (2,4,5-trifluoro-3-hydroxybenzoic acid), ( XXIII ). The solvent is C1=CC=CC=C1 (benzene). Yields the product FC1=C(C(=O)Cl)C=C(C(=C1O)F)F (2,4,5-trifluoro-3-hydroxybenzoyl chloride). As a reaction SMILES: S(Cl)([Cl:3])=O.[F:5][C:6]1[C:14]([OH:15])=[C:13]([F:16])[C:12]([F:17])=[CH:11][C:7]=1[C:8](O)=[O:9]>C1C=CC=CC=1>[F:5][C:6]1[C:14]([OH:15])=[C:13]([F:16])[C:12]([F:17])=[CH:11][C:7]=1[C:8]([Cl:3])=[O:9]. Reported procedure: 300 ml of thionyl chloride were added to a solution of 100.0 g (0.52 moles) of 2,4,5-trifluoro-3-hydroxybenzoic acid [(XXIII), X=X'=F] (prepared as described in Preparation 13) in 400 ml of benzene, and the mixture was heated under reflux for 3 hours. At the end of this time, the solvent and excess thionyl chloride were removed by distillation under reduced pressure, to give 2,4,5-trifluoro-3-hydroxybenzoyl chloride. The whole of this chloride was added dropwise to 1500 ml of 28% w/v aqueous amm... The reactants are NC1=CC2=C(N=C(O2)C)C(=C1)O (6-amino-4-hydroxy-2-methylbenzoxazole), C(CCCCCCCCCCCCCCCCC)N(C(C1=CC(=CC=C1)S(=O)(=O)Cl)=O)CCCCCCCCCCCCCCCCCC (N,N-dioctadecyl-3-chlorosulfonylbenzamide), Cl (hydrochloric acid), ice water. Solvent: N1=CC=CC=C1 (pyridine). Conditions: time 8 hour. Product: C(CCCCCCCCCCCCCCCCC)N(C(C1=CC(=CC=C1)S(NC1=CC2=C(N=C(O2)C)C(=C1)O)(=O)=O)=O)CCCCCCCCCCCCCCCCCC (N,N-Dioctadecyl-m-(2-methyl-4-hydroxy-6-benzoxazolylsulfamoyl)benzamide). Yield: 81.2%. As a reaction SMILES: [NH2:1][C:2]1[CH:11]=[C:10]([OH:12])[C:5]2[N:6]=[C:7]([CH3:9])[O:8][C:4]=2[CH:3]=1.[CH2:13]([N:31]([CH2:44][CH2:45][CH2:46][CH2:47][CH2:48][CH2:49][CH2:50][CH2:51][CH2:52][CH2:53][CH2:54][CH2:55][CH2:56][CH2:57][CH2:58][CH2:59][CH2:60][CH3:61])[C:32](=[O:43])[C:33]1[CH:38]=[CH:37][CH:36]=[C:35]([S:39](Cl)(=[O:41])=[O:40])[CH:34]=1)[CH2:14][CH2:15][CH2:16][CH2:17][CH2:18][CH2:19][CH2:20][CH2:21][CH2:22][CH2:23][CH2:24][CH2:25][CH2:26][CH2:27][CH2:28][CH2:29][CH3:30].Cl>N1C=CC=CC=1>[CH2:44]([N:31]([CH2:13][CH2:14][CH2:15][CH2:16][CH2:17][CH2:18][CH2:19][CH2:20][CH2:21][CH2:22][CH2:23][CH2:24][CH2:25][CH2:26][CH2:27][CH2:28][CH2:29][CH3:30])[C:32](=[O:43])[C:33]1[CH:38]=[CH:37][CH:36]=[C:35]([S:39](=[O:40])(=[O:41])[NH:1][C:2]2[CH:11]=[C:10]([OH:12])[C:5]3[N:6]=[C:7]([CH3:9])[O:8][C:4]=3[CH:3]=2)[CH:34]=1)[CH2:45][CH2:46][CH2:47][CH2:48][CH2:49][CH2:50][CH2:51][CH2:52][CH2:53][CH2:54][CH2:55][CH2:56][CH2:57][CH2:58][CH2:59][CH2:60][CH3:61]. Procedure details: To a stirred solution of the 6-amino-4-hydroxy-2-methylbenzoxazole (4.1 g, 0.025 mole) in pyridine (190 ml) was added N,N-dioctadecyl-3-chlorosulfonylbenzamide (Example 5) (18.8 g, 0.026 mole). The mixture was stirred at ambient temperature overnight, then poured into ice water (2 liters) and acidified with hydrochloric acid (200 ml). The resulting precipitate was collected, washed well with water, and dried to yield a tan solid (17.3 g, 81.2 percent). TLC showed the product to be homogeneous. Starting materials: ClC1=NC=C(C(=N1)Cl)Cl (2,4,5-trichloro-pyrimidine), C1(CCC1)N (cyclobutyl amine). Run in CCN(C(C)C)C(C)C (DIEA). Reaction conditions: temperature 25 celsius, time 22 hour. The product is C1(CCC1)NC1=NC(=NC=C1Cl)Cl (4-cyclobutylamino-2,5-dichloro-pyrimidine). As a reaction SMILES: [Cl:1][C:2]1[N:7]=[C:6](Cl)[C:5]([Cl:9])=[CH:4][N:3]=1.[CH:10]1([NH2:14])[CH2:13][CH2:12][CH2:11]1>CCN(C(C)C)C(C)C>[CH:10]1([NH:14][C:6]2[C:5]([Cl:9])=[CH:4][N:3]=[C:2]([Cl:1])[N:7]=2)[CH2:13][CH2:12][CH2:11]1. Procedure: 2,4,5-trichloro-pyrimidine (0.5 M in DMSO) cyclobutyl amine (0.5 M in DMSO, 160 μL) and DIEA (neat, 30 μL) were added to an 8-ml reaction vial. The vial was capped and the contents shaken at 25° C. for 22 h. The reaction mixture was concentrated in Genevac to provide 4-cyclobutylamino-2,5-dichloro-pyrimidine. The solid was treated with C16 (0.5 M in DMSO, 160 μL), concentrated in Genevac, and the resultant residue treated with EtOAc (160 ul). The vial was capped and the contents shaken at 75° C.... The solvent is C(C)#N (acetonitrile), C(C)#N (acetonitrile), O (water), O (water). The reactants are Cl (HCl), NC=1C=C(C=CC1)S(=O)(=O)O (3-aminobenzenesulfonic acid), O.O.O.C(C)(=O)[O-].[Na+] (sodium acetate trihydrate), CC1=C(CCl)C(=CC(=C1)C)C (2,4,6-trimethylbenzyl chloride). Procedure: A mixture of 52.0 g (0.30 mole) of 3-aminobenzenesulfonic acid, 83.0 g (0.61 mole) of sodium acetate trihydrate, 33.7 g (0.20 mole) of 2,4,6-trimethylbenzyl chloride, 225 ml of water and 150 ml of acetonitrile was refluxed for 4 hrs, then acidified by the dropwise addition of 40 ml of conc. HCl over 30 minutes during which time approximately 100 ml of acetonitrile was distilled off. The resulting mixture was vacuum filtered while hot (80° C.) and a grayish-white powder obtained which was then sl... As a reaction SMILES: [NH2:1][C:2]1[CH:3]=[C:4]([S:8]([OH:11])(=[O:10])=[O:9])[CH:5]=[CH:6][CH:7]=1.O.O.O.C([O-])(=O)C.[Na+].[CH3:20][C:21]1[CH:28]=[C:27]([CH3:29])[CH:26]=[C:25]([CH3:30])[C:22]=1[CH2:23]Cl.Cl>O.C(#N)C>[CH3:20][C:21]1[CH:28]=[C:27]([CH3:29])[CH:26]=[C:25]([CH3:30])[C:22]=1[CH2:23][NH:1][C:2]1[CH:3]=[C:4]([S:8]([OH:11])(=[O:9])=[O:10])[CH:5]=[CH:6][CH:7]=1 |f:1.2.3.4.5|. Isolated yield 40.7%. Reaction conditions: time 20 minute. Product: CC1=C(C(=CC(=C1)C)C)CNC=1C=C(C=CC1)S(=O)(=O)O (3-(((2,4,6-trimethylphenyl)methyl)amino)benzenesulfonic acid). The reactants are CC(C)Nc1c([N+](=O)[O-])cc(C(=O)O)cc1S(N)(=O)=O, NS(=O)(=O)c1cc(C(=O)O)cc([N+](=O)[O-])c1Nc1ccccc1. Yields the product CC(C)Nc1c(N)cc(C(=O)O)cc1S(N)(=O)=O. RXN SMILES: [CH:1]([CH3:2])([CH3:3])[NH:4][c:5]1[c:6]([N+:18]([O-:19])=[O:20])[cH:7][c:8]([C:9](=[O:10])[OH:11])[cH:12][c:13]1[S:14]([NH2:15])(=[O:16])=[O:17].[NH:21]([c:22]1[c:23]([S:24](=[O:25])(=[O:26])[NH2:27])[cH:28][c:29]([C:30]([OH:31])=[O:32])[cH:33][c:34]1[N+:35]([O-:36])=[O:37])[c:38]1[cH:39][cH:40][cH:41][cH:42][cH:43]1>>[CH:1]([CH3:2])([CH3:3])[NH:4][c:5]1[c:6]([NH2:18])[cH:7][c:8]([C:9](=[O:10])[OH:11])[cH:12][c:13]1[S:14]([NH2:15])(=[O:16])=[O:17].